This data is from the Open Reaction Database (ORD), a public repository of structured organic reaction records. The task is: describe an organic reaction: reactants, conditions, products, and yield Reactants: [OH-].[Na+] (sodium hydroxide), ClC=1N(N=C2CCCCC12)C1=C(C=C(C(=C1)O)Cl)F (3-chloro-2-(4-chloro-2-fluoro-5-hydroxyphenyl)-4,5,6,7-tetrahydro-2H-indazole), ClC(F)F (chlorodifluoromethane), [OH-].[Na+] (sodium hydroxide), resultant mixture, Cl (hydrochloric acid). Solvent: O (water), C(C)(C)O (isopropanol). Reaction conditions: time 1 hour. Product: ClC=1N(N=C2CCCCC12)C1=C(C=C(C(=C1)OC(F)F)Cl)F (3-Chloro-2-(4-chloro-5-difluoromethoxy-2-fluorophenyl)-4,5,6,7-tetrahydro-2H-indazole). Reaction SMILES: [OH-].[Na+].[Cl:3][C:4]1[N:5]([C:13]2[CH:18]=[C:17]([OH:19])[C:16]([Cl:20])=[CH:15][C:14]=2[F:21])[N:6]=[C:7]2[C:12]=1[CH2:11][CH2:10][CH2:9][CH2:8]2.Cl[CH:23]([F:25])[F:24].Cl>O.C(O)(C)C>[Cl:3][C:4]1[N:5]([C:13]2[CH:18]=[C:17]([O:19][CH:23]([F:25])[F:24])[C:16]([Cl:20])=[CH:15][C:14]=2[F:21])[N:6]=[C:7]2[C:12]=1[CH2:11][CH2:10][CH2:9][CH2:8]2 |f:0.1|. Procedure details: To a solution of 36 ml of isopropanol, 21 ml of water and 6.0 ml of sodium hydroxide was added 5.28 g of 3-chloro-2-(4-chloro-2-fluoro-5-hydroxyphenyl)-4,5,6,7-tetrahydro-2H-indazole II-2, and the resultant mixture was heated at 50° to 60° C. to give a solution. Excessive chlorodifluoromethane gas was introduced, and each 4.5 g of 50% aqueous sodium hydroxide was added 1.5 and 3 hours after starting the gas inlet and further said gas inlet was continued for additional one hour. After cooling, th... Starting materials: CC(C)(C)C#Cc1ncc(Br)cn1, CN1CCCC1, N#C[Cu]C#N. Yields the product CC(C)(C)C#Cc1ncc(C#N)cn1. As a reaction SMILES: [Br:1][c:2]1[cH:3][n:4][c:5]([C:8]#[C:9][C:10]([CH3:11])([CH3:12])[CH3:13])[n:6][cH:7]1.[CH3:19][N:20]1[CH2:21][CH2:22][CH2:23][CH2:24]1.[Cu:14]([C:15]#[N:16])[C:17]#[N:18]>>[c:2]1([C:15]#[N:16])[cH:3][n:4][c:5]([C:8]#[C:9][C:10]([CH3:11])([CH3:12])[CH3:13])[n:6][cH:7]1. The product is CSc1ccc(C(CC2CCCC2)C(=O)Nc2nccs2)cn1. Reactants: CI, O=C(Nc1nccs1)C(CC1CCCC1)c1ccc(S)nc1, [K+], [K+], O=C([O-])[O-], CN(C)C=O. As a reaction SMILES: [CH3:1][I:2].[CH:9]1([CH2:14][CH:15]([C:16](=[O:17])[NH:18][c:19]2[s:20][cH:21][cH:22][n:23]2)[c:24]2[cH:25][n:26][c:27]([SH:30])[cH:28][cH:29]2)[CH2:10][CH2:11][CH2:12][CH2:13]1.[K+:3].[K+:4].[O-:5][C:6]([O-:7])=[O:8].[O:31]=[CH:32][N:33]([CH3:34])[CH3:35]>>[CH3:6][S:30][c:27]1[n:26][cH:25][c:24]([CH:15]([CH2:14][CH:9]2[CH2:10][CH2:11][CH2:12][CH2:13]2)[C:16](=[O:17])[NH:18][c:19]2[s:20][cH:21][cH:22][n:23]2)[cH:29][cH:28]1. The reactants are NC=1SC=CN1 (2-aminothiazole), [N+](=O)([O-])C1=CC=C(C=C1)C1=C(C(=O)[O-])C=CC=C1C[C@@H]1COC2=C([C@@H]1O)C=C(C=C2)OCC=2SC1=C(N2)C=C(C=C1)F (cis-4-nitrophenyl-3-[[6-[(5-fluoro-2-benzothiazolyl)methoxy]-3,4-dihydro-4-hydroxy-2H-1-benzopyran-3-yl]methyl]benzoate). The product is FC=1C=CC2=C(N=C(S2)COC=2C=CC3=C([C@@H]([C@@H](CO3)CC=3C=C(C(=O)NC=4SC=CN4)C=CC3)O)C2)C1 (Cis-3-[[6-[(5-fluoro-2-benzothiazolyl)methoxy]-3,4-dihydro-4-hydroxy-2H-1-benzopyran-3-yl]methyl]-N-(2-thiazolyl)benzamide). Yield: 13.3%. As a reaction SMILES: [NH2:1][C:2]1[S:3][CH:4]=[CH:5][N:6]=1.[N+](C1C=CC([C:16]2[C:24]([CH2:25][C@H:26]3[C@@H:31]([OH:32])[C:30]4[CH:33]=[C:34]([O:37][CH2:38][C:39]5[S:40][C:41]6[CH:47]=[CH:46][C:45]([F:48])=[CH:44][C:42]=6[N:43]=5)[CH:35]=[CH:36][C:29]=4[O:28][CH2:27]3)=[CH:23][CH:22]=[CH:21][C:17]=2[C:18]([O-])=[O:19])=CC=1)([O-])=O>>[F:48][C:45]1[CH:46]=[CH:47][C:41]2[S:40][C:39]([CH2:38][O:37][C:34]3[CH:35]=[CH:36][C:29]4[O:28][CH2:27][C@@H:26]([CH2:25][C:24]5[CH:16]=[C:17]([CH:21]=[CH:22][CH:23]=5)[C:18]([NH:1][C:2]5[S:3][CH:4]=[CH:5][N:6]=5)=[O:19])[C@@H:31]([OH:32])[C:30]=4[CH:33]=3)=[N:43][C:42]=2[CH:44]=1. Reported procedure: Synthesis was carried out as in example 1, but using 1.43 grams 2-aminothiazole instead of methane sulfonamide, and using 1.17 grams cis-4-nitrophenyl-3-[[6-[(5-fluoro-2-benzothiazolyl)methoxy]-3,4-dihydro-4-hydroxy-2H-1-benzopyran-3-yl]methyl]benzoate. There was obtained 145 milligrams of product, m.p. 120° C. The reactants are CCO, CCCc1nc(N)sc1Cc1ccc([N+](=O)[O-])cc1. The product is CCCc1nc(N)sc1Cc1ccc(N)cc1. Reaction SMILES: [CH3:20][CH2:21][OH:22].[NH2:1][c:2]1[s:3][c:4]([CH2:10][c:11]2[cH:12][cH:13][c:14]([N+:17]([O-:18])=[O:19])[cH:15][cH:16]2)[c:5]([CH2:7][CH2:8][CH3:9])[n:6]1>>[NH2:1][c:2]1[s:3][c:4]([CH2:10][c:11]2[cH:12][cH:13][c:14]([NH2:17])[cH:15][cH:16]2)[c:5]([CH2:7][CH2:8][CH3:9])[n:6]1. Reactants: ClC1=CC=C(C(=O)N(C)[C@@H]2CC[C@H](CC2)C2=CC=C(C=C2)C(C)NC)C=C1 (trans-N-(4-chlorobenzoyl)-N-methyl-4-[4-(1-methylaminoethyl)phenyl]cyclohexylamine), BrC(C)O (bromoethanol). The product is ClC1=CC=C(C(=O)N(C)[C@@H]2CC[C@H](CC2)C2=CC=C(C=C2)C(C)NCCCO)C=C1 (trans-N-(4-chlorobenzoyl)-N-methyl-4-[4-(1-(2-hydroxyethyl)methylaminoethyl)phenyl]cyclohexylamine). Reaction SMILES: [Cl:1][C:2]1[CH:27]=[CH:26][C:5]([C:6]([N:8]([C@H:10]2[CH2:15][CH2:14][C@H:13]([C:16]3[CH:21]=[CH:20][C:19]([CH:22]([NH:24][CH3:25])[CH3:23])=[CH:18][CH:17]=3)[CH2:12][CH2:11]2)[CH3:9])=[O:7])=[CH:4][CH:3]=1.Br[CH:29]([OH:31])[CH3:30]>>[Cl:1][C:2]1[CH:3]=[CH:4][C:5]([C:6]([N:8]([C@H:10]2[CH2:11][CH2:12][C@H:13]([C:16]3[CH:17]=[CH:18][C:19]([CH:22]([NH:24][CH2:25][CH2:30][CH2:29][OH:31])[CH3:23])=[CH:20][CH:21]=3)[CH2:14][CH2:15]2)[CH3:9])=[O:7])=[CH:26][CH:27]=1. Procedure details: from trans-N-(4-chlorobenzoyl)-N-methyl-4-[4-(1-methylaminoethyl)phenyl]cyclohexylamine and bromoethanol. Melting point: 118°-120° C. Reactants: CC1(NC(CC(C1)=NO)(C)C)C (2,2,6,6-tetramethylpiperidin-4-one oxime), BrCC1=CC=C(C(=O)OCCCCCCOC(C2=CC=C(C=C2)CBr)=O)C=C1 (hexamethylene di-(4-bromomethylbenzoate)). Product: CC1(NC(CC(C1)N(O)CC1=CC=C(C(=O)OCCCCCCOC(C2=CC=C(C=C2)CN(O)C2CC(NC(C2)(C)C)(C)C)=O)C=C1)(C)C)C (Hexamethylene Di-[4-(N-(2,2,6,6-tetramethylpiperidin-4-yl)-N-hydroxyaminomethyl)benzoate]). Reaction SMILES: [CH3:1][C:2]1([CH3:12])[CH2:7][C:6](=[N:8][OH:9])[CH2:5][C:4]([CH3:11])([CH3:10])[NH:3]1.Br[CH2:14][C:15]1[CH:40]=[CH:39][C:18]([C:19]([O:21][CH2:22][CH2:23][CH2:24][CH2:25][CH2:26][CH2:27][O:28][C:29](=[O:38])[C:30]2[CH:35]=[CH:34][C:33]([CH2:36]Br)=[CH:32][CH:31]=2)=[O:20])=[CH:17][CH:16]=1>>[CH3:1][C:2]1([CH3:12])[CH2:7][CH:6]([N:8]([CH2:14][C:15]2[CH:40]=[CH:39][C:18]([C:19]([O:21][CH2:22][CH2:23][CH2:24][CH2:25][CH2:26][CH2:27][O:28][C:29](=[O:38])[C:30]3[CH:35]=[CH:34][C:33]([CH2:36][N:8]([CH:6]4[CH2:7][C:2]([CH3:12])([CH3:1])[NH:3][C:4]([CH3:11])([CH3:10])[CH2:5]4)[OH:9])=[CH:32][CH:31]=3)=[O:20])=[CH:17][CH:16]=2)[OH:9])[CH2:5][C:4]([CH3:11])([CH3:10])[NH:3]1. Reported procedure: from 2,2,6,6-tetramethylpiperidin-4-one oxime and hexamethylene di-(4-bromomethylbenzoate) Reactants: C1CCOC1, CCCCCCCCCCCCCCCCCCOc1cc(OCCCOc2ccc(OCc3ccccc3)cc2)cc(C(=O)OC)c1, [H][H]. Yields the product CCCCCCCCCCCCCCCCCCOc1cc(OCCCOc2ccc(O)cc2)cc(C(=O)OC)c1. As a reaction SMILES: [CH2:51]1[O:52][CH2:53][CH2:54][CH2:55]1.[CH3:1][O:2][C:3]([c:4]1[cH:5][c:6]([O:29][CH2:30][CH2:31][CH2:32][CH2:33][CH2:34][CH2:35][CH2:36][CH2:37][CH2:38][CH2:39][CH2:40][CH2:41][CH2:42][CH2:43][CH2:44][CH2:45][CH2:46][CH3:47])[cH:7][c:8]([O:10][CH2:11][CH2:12][CH2:13][O:14][c:15]2[cH:16][cH:17][c:18]([O:21][CH2:22][c:23]3[cH:24][cH:25][cH:26][cH:27][cH:28]3)[cH:19][cH:20]2)[cH:9]1)=[O:48].[H:49][H:50]>>[CH3:1][O:2][C:3]([c:4]1[cH:5][c:6]([O:29][CH2:30][CH2:31][CH2:32][CH2:33][CH2:34][CH2:35][CH2:36][CH2:37][CH2:38][CH2:39][CH2:40][CH2:41][CH2:42][CH2:43][CH2:44][CH2:45][CH2:46][CH3:47])[cH:7][c:8]([O:10][CH2:11][CH2:12][CH2:13][O:14][c:15]2[cH:16][cH:17][c:18]([OH:21])[cH:19][cH:20]2)[cH:9]1)=[O:48]. Starting materials: CCOC(=O)CBr, CCOC(C)=O, CC(C)(C)OC(=O)CC(CCCC1CCCCC1)c1nc(CO)no1, [H-], [Na+], C1CCOC1. The product is CCOC(=O)COCc1noc(C(CCCC2CCCCC2)CC(=O)OC(C)(C)C)n1. RXN SMILES: [Br:28][CH2:29][C:30](=[O:31])[O:32][CH2:33][CH3:34].[CH3:40][CH2:41][O:42][C:43](=[O:44])[CH3:45].[CH:3]1([CH2:9][CH2:10][CH2:11][CH:12]([CH2:13][C:14](=[O:15])[O:16][C:17]([CH3:18])([CH3:19])[CH3:20])[c:21]2[n:22][c:23]([CH2:26][OH:27])[n:24][o:25]2)[CH2:4][CH2:5][CH2:6][CH2:7][CH2:8]1.[H-:1].[Na+:2].[O:35]1[CH2:36][CH2:37][CH2:38][CH2:39]1>>[CH:3]1([CH2:9][CH2:10][CH2:11][CH:12]([CH2:13][C:14](=[O:15])[O:16][C:17]([CH3:18])([CH3:19])[CH3:20])[c:21]2[n:22][c:23]([CH2:26][O:27][CH2:29][C:30](=[O:31])[O:32][CH2:33][CH3:34])[n:24][o:25]2)[CH2:4][CH2:5][CH2:6][CH2:7][CH2:8]1. Reactants: CC1(OC2=C(C1O)C=CC=C2)C (2,2-dimethyl-2,3-dihydro-benzofuran-3-ol), N1C=NC(=C1)C(=O)OC (methyl 4-imidazolecarboxylate), N(=NC(=O)OC(C)(C)C)C(=O)OC(C)(C)C (di-t-butyl azodicarboxylate), Cl (HCl), O1CCOCC1 (dioxane), C1(=CC=CC=C1)P(C1=CC=CC=C1)C1=CC=CC=C1 (triphenylphosphine). The solvent is C1CCOC1 (THF). Run at temperature 0 celsius, time 2 hour. Yields the product COC(=O)C=1N(C=NC1)C1C(OC2=C1C=CC=C2)(C)C (3-(2,2-dimethyl-2,3-dihydro-benzofuran-3-yl)-3H-imidazole-4-carboxylic acid methyl ester). RXN SMILES: [CH3:1][C:2]1([CH3:12])[CH:6](O)[C:5]2[CH:8]=[CH:9][CH:10]=[CH:11][C:4]=2[O:3]1.[NH:13]1[CH:17]=[C:16]([C:18]([O:20][CH3:21])=[O:19])[N:15]=[CH:14]1.C1(P(C2C=CC=CC=2)C2C=CC=CC=2)C=CC=CC=1.N(C(OC(C)(C)C)=O)=NC(OC(C)(C)C)=O.Cl.O1CCOCC1>C1COCC1>[CH3:21][O:20][C:18]([C:16]1[N:15]([CH:6]2[C:5]3[CH:8]=[CH:9][CH:10]=[CH:11][C:4]=3[O:3][C:2]2([CH3:12])[CH3:1])[CH:14]=[N:13][CH:17]=1)=[O:19]. Procedure: To a solution of 2,2-dimethyl-2,3-dihydro-benzofuran-3-ol (375 mg, 2.28 mmol) in THF (20 mL) is added methyl 4-imidazolecarboxylate (CAS#17325-26-7, 432 mg, 3.42 mmol), followed by triphenylphosphine (896 mg, 3.42 mmol). The reaction is cooled to 0° C. and di-t-butyl azodicarboxylate (787 mg, 3.42 mmol) is added. The reaction is permitted to warm to room temperature and stirred for 2 hours. The reaction mixture is then cooled to 0° C. and quenched with 4 N HCl in dioxane (5 mL, 20 mmol) and stir...